Dataset: the Open Reaction Database (ORD), a public repository of structured organic reaction records. Task: describe an organic reaction: reactants, conditions, products, and yield Reactants: ClC1=CC(=NC(=C1)C)NC=1C=C(C=NC1C#N)N[C@H]1[C@H](CCCC1)NC(OC(C)(C)C)=O (tert-butyl [(1S,2R)-2-({5-[(4-chloro-6-methylpyridin-2-yl)amino]-6-cyanopyridin-3-yl}amino)cyclohexyl]carbamate), C(N)(=O)C1=C(C=C(C=N1)N[C@H]1[C@H](CCCC1)NC(OC(C)(C)C)=O)NC1=NC(=C(C=C1)O)C (tert-butyl [(1S,2R)-2-({6-carbamoyl-5-[(5-hydroxy-6-methylpyridin-2-yl)amino]pyridin-3-yl}amino)cyclohexyl]carbamate). Yields the product C(N)(=O)C1=C(C=C(C=N1)N[C@H]1[C@H](CCCC1)NC(OC(C)(C)C)=O)NC1=NC(=CC(=C1)O)C (tert-butyl [(1S,2R)-2-({6-carbamoyl-5-[(4-hydroxy-6-methylpyridin-2-yl)amino]pyridin-3-yl}amino)cyclohexyl]carbamate). Reaction SMILES: ClC1C=C(C)N=C(NC2C=C(N[C@@H]3CCCC[C@@H]3NC(=O)[O:27]C(C)(C)C)C=NC=2C#N)C=1.[C:33]([C:36]1[N:41]=[CH:40][C:39]([NH:42][C@@H:43]2[CH2:48][CH2:47][CH2:46][CH2:45][C@@H:44]2[NH:49][C:50](=[O:56])[O:51][C:52]([CH3:55])([CH3:54])[CH3:53])=[CH:38][C:37]=1[NH:57][C:58]1[CH:63]=[CH:62][C:61](O)=[C:60]([CH3:65])[N:59]=1)(=[O:35])[NH2:34]>>[C:33]([C:36]1[N:41]=[CH:40][C:39]([NH:42][C@@H:43]2[CH2:48][CH2:47][CH2:46][CH2:45][C@@H:44]2[NH:49][C:50](=[O:56])[O:51][C:52]([CH3:54])([CH3:53])[CH3:55])=[CH:38][C:37]=1[NH:57][C:58]1[CH:63]=[C:62]([OH:27])[CH:61]=[C:60]([CH3:65])[N:59]=1)(=[O:35])[NH2:34]. Procedure: This example describes the conversion of (D13) to (E15) as shown in Scheme 3. tert-butyl [(1S,2R)-2-({6-carbamoyl-5-[(4-hydroxy-6-methylpyridin-2-yl)amino]pyridin-3-yl}amino)cyclohexyl]carbamate was prepared from tert-butyl [(1S,2R)-2-({5-[(4-chloro-6-methylpyridin-2-yl)amino]-6-cyanopyridin-3-yl}amino)cyclohexyl]carbamate (PrepEx 1.7) using chemistry analogous to that described for the synthesis of tert-butyl [(1S,2R)-2-({6-carbamoyl-5-[(5-hydroxy-6-methylpyridin-2-yl)amino]pyridin-3-yl}amino)c... Reactants: FC(C(=O)O)(F)F.N[C@@H]1C(NC2=C(OC1)C=C(C=C2)C)=O ((S)-3-amino-8-methyl-2,3-dihydrobenzo[b][1,4]oxazepin-4(5H)-one trifluoroacetate), FC1=C(C=CC(=C1)C(F)(F)F)[N+](=O)[O-] (2-fluoro-1-nitro-4-(trifluoromethyl)benzene), CCN=C=NCCCN(C)C (EDCI), C(C)(C)(C)OC(=O)N[C@H](C(=O)O)CO ((S)-2-(tert-butoxycarbonylamino)-3-hydroxypropanoic acid). Run in CCOCC.CCCCC (Et2O pentane). Run at time 2 hour. The product is FC(C(=O)O)(F)F.N[C@@H]1C(NC2=C(OC1)C=C(C=C2)C(F)(F)F)=O ((S)-3-Amino-8-trifluormethyl-2,3-dihydrobenzo[b][1,4]oxazepin-4 (5H)-one trifluoroacetate). As a reaction SMILES: [F:1][C:2]([F:7])([F:6])[C:3]([OH:5])=[O:4].[NH2:8][C@H:9]1[CH2:15][O:14]C2C=C(C)C=CC=2N[C:10]1=[O:21].CCN=C=NCCCN(C)C.C(OC(N[C@@H](CO)C(O)=O)=O)(C)(C)C.F[C:48]1[CH:53]=[C:52]([C:54]([F:57])([F:56])[F:55])[CH:51]=[CH:50][C:49]=1[N+:58]([O-])=O>CCOCC.CCCCC>[F:1][C:2]([F:7])([F:6])[C:3]([OH:5])=[O:4].[NH2:8][C@H:9]1[CH2:10][O:21][C:48]2[CH:53]=[C:52]([C:54]([F:57])([F:56])[F:55])[CH:51]=[CH:50][C:49]=2[NH:58][C:15]1=[O:14] |f:0.1,5.6,7.8|. Procedure: In a similar manner to that described for the preparation of (S)-3-amino-8-methyl-2,3-dihydrobenzo[b][1,4]oxazepin-4(5H)-one trifluoroacetate except in Step 3 1.2 eq. EDCI was used and the reaction mixture was stirred for 2 h and in Step 4 the mixture was stirred for 1 h and the material obtained was tritrurated with Et2O/pentane, (S)-2-(tert-butoxycarbonylamino)-3-hydroxypropanoic acid (4.96 g, 24.2 mmol) and 2-fluoro-1-nitro-4-(trifluoromethyl)benzene (5.05 g, 24.2 mmol) were converted to the ...